This data is from the Open Reaction Database (ORD), a public repository of structured organic reaction records. The task is: describe an organic reaction: reactants, conditions, products, and yield The solvent is CN(C)C=O (DMF). Starting materials: E1, FC=1C=C(C=C(C1OC1=CC=C(C=C1)C(F)(F)F)F)CO ((3,5-difluoro-4-(4-(trifluoromethyl)phenoxy)phenyl)methanol), ClC=1C=C2N(C(N1)=O)CCN2C (7-chloro-1-methyl-2,3-dihydroimidazo[1,2-c]pyrimidin-5(1H)-one), [H-].[Na+] (sodium hydride). As a reaction SMILES: Cl[C:2]1[CH:3]=[C:4]2[N:11]([CH3:12])[CH2:10][CH2:9][N:5]2[C:6](=[O:8])[N:7]=1.[H-].[Na+].[F:15][C:16]1[CH:17]=[C:18]([CH2:34][OH:35])[CH:19]=[C:20]([F:33])[C:21]=1[O:22][C:23]1[CH:28]=[CH:27][C:26]([C:29]([F:32])([F:31])[F:30])=[CH:25][CH:24]=1>CN(C=O)C>[F:15][C:16]1[CH:17]=[C:18]([CH:19]=[C:20]([F:33])[C:21]=1[O:22][C:23]1[CH:24]=[CH:25][C:26]([C:29]([F:30])([F:31])[F:32])=[CH:27][CH:28]=1)[CH2:34][O:35][C:2]1[CH:3]=[C:4]2[N:11]([CH3:12])[CH2:10][CH2:9][N:5]2[C:6](=[O:8])[N:7]=1 |f:1.2|. Reported procedure: Prepared in a manner similar to that described for E1 using 7-chloro-1-methyl-2,3-dihydroimidazo[1,2-c]pyrimidin-5(1H)-one (30 mg, 0.162 mmol), sodium hydride (12.93 mg, 0.323 mmol) and (3,5-difluoro-4-(4-(trifluoromethyl)phenoxy)phenyl)methanol (49.2 mg, 0.162 mmol) in DMF (1.5 mL). The product is FC=1C=C(COC=2C=C3N(C(N2)=O)CCN3C)C=C(C1OC1=CC=C(C=C1)C(F)(F)F)F (7-((3,5-difluoro-4-(4-(trifluoromethyl)phenoxy)benzyl)oxy)-1-methyl-2,3-dihydroimidazo[1,2-c]pyrimidin-5(1H)-one). Reactants: CC1=CC=C(C=C1)S(=O)(=O)[O-].COC=1C=[N+](C2=CC=CC(=C2C1)[N+](=O)[O-])C (3-methoxy-1-methyl-5-nitroquinolinium 4-methylbenzenesulfonate), [BH4-].[Na+] (sodium borohydride), O (Water), O (water). Run in CO (methanol). Run at time 2 hour. The product is COC=1CN(C2=CC=CC(=C2C1)[N+](=O)[O-])C (3-methoxy-1-methyl-5-nitro-1,2-dihydroquinoline). RXN SMILES: CC1C=CC(S([O-])(=O)=O)=CC=1.[CH3:12][O:13][C:14]1[CH:15]=[N+:16]([CH3:27])[C:17]2[C:22]([CH:23]=1)=[C:21]([N+:24]([O-:26])=[O:25])[CH:20]=[CH:19][CH:18]=2.[BH4-].[Na+].O>CO>[CH3:12][O:13][C:14]1[CH2:15][N:16]([CH3:27])[C:17]2[C:22]([CH:23]=1)=[C:21]([N+:24]([O-:26])=[O:25])[CH:20]=[CH:19][CH:18]=2 |f:0.1,2.3|. Procedure details: To a solution of 3-methoxy-1-methyl-5-nitroquinolinium 4-methylbenzenesulfonate in methanol is added sodium borohydride at room temperature. The mixture is stirred at room temperature for 2 h and water is added. Water is added and the mixture is extracted with ethyl acetate. The organic layer is dried, filtered and concentrated under reduced pressure to give 3-methoxy-1-methyl-5-nitro-1,2-dihydroquinoline. Starting materials: C1(=CC=CC=C1)OC(NC=1C(=NC(=C(C1)CC)C)OC)=O (Phenyl-N-(5-ethyl-2-methoxy-6-methylpyridin3-yl)carbamate), ClC1=C(C=C(C=C1)OC)N1CCNCC1 (1-(2-chloro-5-methoxyphenyl)piperazine). Product: C(C)C=1C=C(C(=NC1C)OC)NC(=O)N1CCN(CC1)C1=C(C=CC(=C1)OC)Cl (1-[(5-ethyl-2-methoxy-6-methylpyridin-3-yl)aminocarbonyl]-4-(2-chloro-5-methoxyphenyl)piperazine). Isolated yield 70.0%. RXN SMILES: C1(O[C:8](=[O:21])[NH:9][C:10]2[C:11]([O:19][CH3:20])=[N:12][C:13]([CH3:18])=[C:14]([CH2:16][CH3:17])[CH:15]=2)C=CC=CC=1.[Cl:22][C:23]1[CH:28]=[CH:27][C:26]([O:29][CH3:30])=[CH:25][C:24]=1[N:31]1[CH2:36][CH2:35][NH:34][CH2:33][CH2:32]1>>[CH2:16]([C:14]1[CH:15]=[C:10]([NH:9][C:8]([N:34]2[CH2:33][CH2:32][N:31]([C:24]3[CH:25]=[C:26]([O:29][CH3:30])[CH:27]=[CH:28][C:23]=3[Cl:22])[CH2:36][CH2:35]2)=[O:21])[C:11]([O:19][CH3:20])=[N:12][C:13]=1[CH3:18])[CH3:17]. Procedure: Phenyl-N-(5-ethyl-2-methoxy-6-methylpyridin3-yl)carbamate and 1-(2-chloro-5-methoxyphenyl)piperazine were reacted by the same way with the example 1 to obtain the titled compound. Procedure details: 2'-Hydroxychalcone (9.0 g) was stirred with ethanol (100 ml) at room temperature whilst sodium borohydride (3.05 g) was added in small portions. After 2 hr. stirring the colourless solution was evaporated to dryness and acetic acid (100 ml) added. Toluene sulphonic acid (1.0 g) was added and the solution was heated on the steam bath for 30 min. The solution was diluted with water and extracted with toluene. The extract was washed with saturated sodium bicarbonate solution, dried over magnesium s... Starting materials: OC1=C(C(C=CC2=CC=CC=C2)=O)C=CC=C1 (2'-Hydroxychalcone), [BH4-].[Na+] (sodium borohydride). Yield: 75.4%. Reaction conditions: time 2 hour. The solvent is C(C)O (ethanol). RXN SMILES: O[C:2]1[CH:17]=[CH:16][CH:15]=[CH:14][C:3]=1[C:4](=[O:13])[CH:5]=[CH:6][C:7]1[CH:12]=[CH:11][CH:10]=[CH:9][CH:8]=1.[BH4-].[Na+]>C(O)C>[O:13]1[C:12]2[C:7](=[CH:8][CH:9]=[CH:10][CH:11]=2)[CH:6]=[CH:5][CH:4]1[C:3]1[CH:14]=[CH:15][CH:16]=[CH:17][CH:2]=1 |f:1.2|. Product: O1C(C=CC2=CC=CC=C12)C1=CC=CC=C1 (flav-3-ene).